From a dataset of the Open Reaction Database (ORD), a public repository of structured organic reaction records. describe an organic reaction: reactants, conditions, products, and yield The yield is 0.2%. Procedure details: 0.025 g of chlorpheniramine maleate are dissolved in 0.05 g of glycerine and 9.925 g of 1.5% aqueous chitosonium pyrrolidone carboxylate, giving a clear, colorless solution (0.25% chlorpheniramine maleate). This lotion is useful in the treatment of rashes and inflammation due to allergic reactions. As a reaction SMILES: [CH3:1][N:2]([CH2:4][CH2:5][CH:6]([C:14]1[CH:15]=[CH:16][CH:17]=[CH:18][N:19]=1)[C:7]1[CH:8]=[CH:9][C:10]([Cl:13])=[CH:11][CH:12]=1)[CH3:3].[CH:20](/[C:25]([OH:27])=[O:26])=[CH:21]/[C:22]([OH:24])=[O:23].O[CH2:29][CH:30]([CH2:32][OH:33])O>>[N:2]1([C:22]([O-:24])=[O:23])[CH2:1][CH2:29][CH2:30][C:32]1=[O:33].[CH3:1][N:2]([CH2:4][CH2:5][CH:6]([C:14]1[CH:15]=[CH:16][CH:17]=[CH:18][N:19]=1)[C:7]1[CH:12]=[CH:11][C:10]([Cl:13])=[CH:9][CH:8]=1)[CH3:3].[CH:20](/[C:25]([OH:27])=[O:26])=[CH:21]/[C:22]([OH:24])=[O:23] |f:0.1,4.5|. Product: N1(C(CCC1)=O)C(=O)[O-] (pyrrolidone carboxylate), CN(C)CCC(C=1C=CC(=CC1)Cl)C=2C=CC=CN2.C(=C\C(=O)O)\C(=O)O (chlorpheniramine maleate). Reactants: CN(C)CCC(C=1C=CC(=CC1)Cl)C=2C=CC=CN2.C(=C\C(=O)O)\C(=O)O (chlorpheniramine maleate), OCC(O)CO (glycerine). Reactants: C[Si](C)(C)CCN1C(=O)CN(c2ccc(CC3CCC(=O)N3)cc2OCc2ccccc2)S1(=O)=O, CCCC[N+](CCCC)(CCCC)CCCC, C1CCOC1, [F-], O. Product: O=C1CCC(Cc2ccc(N3CC(=O)NS3(=O)=O)c(OCc3ccccc3)c2)N1. Reaction SMILES: [CH2:19]([c:20]1[cH:21][cH:22][cH:23][cH:24][cH:25]1)[O:26][c:27]1[c:28]([N:40]2[CH2:41][C:42](=[O:53])[N:43]([CH2:47][CH2:48][Si:49]([CH3:50])([CH3:51])[CH3:52])[S:44]2(=[O:45])=[O:46])[cH:29][cH:30][c:31]([CH2:33][CH:34]2[NH:35][C:36](=[O:39])[CH2:37][CH2:38]2)[cH:32]1.[CH2:2]([N+:3]([CH2:4][CH2:5][CH2:6][CH3:7])([CH2:8][CH2:9][CH2:10][CH3:11])[CH2:12][CH2:13][CH2:14][CH3:15])[CH2:16][CH2:17][CH3:18].[CH2:54]1[O:55][CH2:56][CH2:57][CH2:58]1.[F-:1].[OH2:59]>>[CH2:19]([c:20]1[cH:21][cH:22][cH:23][cH:24][cH:25]1)[O:26][c:27]1[c:28]([N:40]2[CH2:41][C:42](=[O:53])[NH:43][S:44]2(=[O:45])=[O:46])[cH:29][cH:30][c:31]([CH2:33][CH:34]2[NH:35][C:36](=[O:39])[CH2:37][CH2:38]2)[cH:32]1.